Dataset: the Open Reaction Database (ORD), a public repository of structured organic reaction records. Task: describe an organic reaction: reactants, conditions, products, and yield Reactants: O=C1CCCC2=C1C(=CO2)C(=O)OCC (ethyl 4-oxo-4,5,6,7-tetrahydrobenzofuran-3-carboxylate), C(C)(=O)[O-].[NH4+] (ammonium acetate), ice water. Run in CN(C=O)C (N,N-dimethylformamide). Reaction conditions: temperature 100 celsius. Yields the product O=C1C=2C(=CNC2CCC1)C(=O)OCC (ethyl 4-oxo-4,5,6,7-tetrahydroindole-3-carboxylate). Reaction SMILES: [O:1]=[C:2]1[C:7]2[C:8]([C:11]([O:13][CH2:14][CH3:15])=[O:12])=[CH:9]O[C:6]=2[CH2:5][CH2:4][CH2:3]1.C([O-])(=O)C.[NH4+:20]>CN(C)C=O>[O:1]=[C:2]1[CH2:3][CH2:4][CH2:5][C:6]2[NH:20][CH:9]=[C:8]([C:11]([O:13][CH2:14][CH3:15])=[O:12])[C:7]1=2 |f:1.2|. Procedure: To a stirred suspension of 4-oxo-4,5,6,7-tetrahydrobenzofuran-3-carboxylic acid (28.2 g, 157 mmol) in ethyl alcohol (500 mL) under nitrogen at ambient temperature was added acetyl chloride(56 mL, 783 mmol) dropwise. After stirring 1 h, the solution was then heated at reflux for 1 h. The solution was cooled and concentrated in vacuo. The residue was taken up into dichloromethane, washed with aqueous sodium bicarbonate, washed quickly with 1N sodium hydroxide, dried over magnesium sulfate, filtere...